From a dataset of the Open Reaction Database (ORD), a public repository of structured organic reaction records. describe an organic reaction: reactants, conditions, products, and yield Reactants: C(C)(C)(C)OC(N[C@@H]1C(NCC1)=O)=O ((2-oxopyrrolidin-3-(S)-yl)carbamic acid tert-butyl ester), BrCC1=COC(=C1)C#N (3-bromomethylfuran-5-carbonitrile), [H-].[Na+] (sodium hydride), CO.C(Cl)Cl (MeOH CH2Cl2). Solvent: C1CCOC1.CN(C)C=O (THF DMF). Product: C(C)(C)(C)OC(NC1C(N(CC1)CC=1C=C(OC1)C#N)=O)=O ([1-(2-cyanofuran-4-ylmethyl)-2-oxopyrrolidin-3-yl]carbamic acid tert-butyl ester). Yield: 200.0%. As a reaction SMILES: [C:1]([O:5][C:6](=[O:14])[NH:7][C@H:8]1[CH2:12][CH2:11][NH:10][C:9]1=[O:13])([CH3:4])([CH3:3])[CH3:2].Br[CH2:16][C:17]1[CH:21]=[C:20]([C:22]#[N:23])[O:19][CH:18]=1.[H-].[Na+].CO.C(Cl)Cl>C1COCC1.CN(C=O)C>[C:1]([O:5][C:6](=[O:14])[NH:7][CH:8]1[CH2:12][CH2:11][N:10]([CH2:16][C:17]2[CH:21]=[C:20]([C:22]#[N:23])[O:19][CH:18]=2)[C:9]1=[O:13])([CH3:4])([CH3:2])[CH3:3] |f:2.3,4.5,6.7|. Procedure details: A solution of (2-oxopyrrolidin-3-(S)-yl)carbamic acid tert-butyl ester (0.78 g, 3.9 mmol) in 40 mL of THF:DMF (5:1) is treated with 3-bromomethylfuran-5-carbonitrile (0.78 g, 3.9 mmol) and sodium hydride (60%) (0.10 g, 4.2 mmol) as described in EXAMPLE 122, Part F. After addition, the solution is allowed to warm to ambient temperatures. Standard workup folowed by chromatography (5-10% MeOH/CH2Cl2) affords [1-(2-cyanofuran-4-ylmethyl)-2-oxopyrrolidin-3-yl]carbamic acid tert-butyl ester (1.05 g, 7... Starting materials: sulfonate, Cl (HCl), Cl (HCl), NC=1SC2=C(N1)CCC(C2)NCCC (2-amino-4,5,6,7-tetrahydro-6-(propylamino)benzothiazole), halide salt, halide salts, NC=1SC2=C(N1)CCC(C2)NCCC (2-amino-4,5,6,7-tetrahydro-6-(propylamino)benzothiazole), sulfonate. The solvent is C(C)(=O)OC(C)C (isopropyl acetate), C(C)(=O)OC(C)C (IPAC). Run at temperature 15 celsius. Yields the product Cl.Cl.NC=1SC2=C(N1)CCC(C2)NCCC (2-amino-4,5,6,7-tetrahydro-6-(propylamino)benzothiazole dihydrochloride salt). As a reaction SMILES: [NH2:1][C:2]1[S:3][C:4]2[CH2:10][CH:9]([NH:11][CH2:12][CH2:13][CH3:14])[CH2:8][CH2:7][C:5]=2[N:6]=1.[ClH:15]>C(OC(C)C)(=O)C>[ClH:15].[ClH:15].[NH2:1][C:2]1[S:3][C:4]2[CH2:10][CH:9]([NH:11][CH2:12][CH2:13][CH3:14])[CH2:8][CH2:7][C:5]=2[N:6]=1 |f:3.4.5|. Reported procedure: An alternate method for conversion of the sulfonate or halide salts of 2-amino-4,5,6,7-tetrahydro-6-(propylamino)benzothiazole to an HCl salt involves the use of a concentrated solution of HCl and isopropyl acetate (IPAC). A sulfonate or halide salt of 2-amino-4,5,6,7-tetrahydro-6-(propylamino)benzothiazole may be taken up in IPAC and cooled to 15° C. HCl (gas) may be bubbled into the slurry for about 1 hour, after which the mixture may be filtered, washed with IPAC and dried under vacuum at roo...